Task: describe an organic reaction: reactants, conditions, products, and yield. Dataset: the Open Reaction Database (ORD), a public repository of structured organic reaction records The reactants are Cl (HCl), resultant mixture, C(CCCCCCCCCCC)OC1=CC=C(N)C=C1 (p-dodecyloxyaniline), N1=CC=CC=C1 (pyridine), ClC(C(=O)OCC)=O (ethyl chlorooxoacetate). As a reaction SMILES: [CH2:1]([O:13][C:14]1[CH:20]=[CH:19][C:17]([NH2:18])=[CH:16][CH:15]=1)[CH2:2][CH2:3][CH2:4][CH2:5][CH2:6][CH2:7][CH2:8][CH2:9][CH2:10][CH2:11][CH3:12].N1C=CC=CC=1.Cl[C:28](=[O:34])[C:29]([O:31][CH2:32][CH3:33])=[O:30].Cl>C(Cl)Cl>[CH2:32]([O:31][C:29](=[O:30])[C:28]([NH:18][C:17]1[CH:19]=[CH:20][C:14]([O:13][CH2:1][CH2:2][CH2:3][CH2:4][CH2:5][CH2:6][CH2:7][CH2:8][CH2:9][CH2:10][CH2:11][CH3:12])=[CH:15][CH:16]=1)=[O:34])[CH3:33]. Isolated yield 70.0%. Run at temperature 0 celsius, time 1 hour. Product: C(C)OC(C(=O)NC1=CC=C(C=C1)OCCCCCCCCCCCC)=O (N-(4-Dodecyloxyphenyl)oxalamic acid ethyl ester). Solvent: C(Cl)Cl (CH2Cl2). Procedure: In a 1 L jacketed flask under a nitrogen atmosphere is added 60 g (0.2425 mols) of p-dodecyloxyaniline, 650 mL of CH2Cl2 and 56.6 g of pyridine (0.716 mols) and the resulting solution is cooled to 0° C. Maintaining an internal temperature below 5° C., 46.3 g (0.339 mols) of ethyl chlorooxoacetate is then added dropwise over a period of one hour. After the addition is complete, the internal temperature is maintained at 10° C. overnight. To the resultant reaction mixture is added rapidly 400 mL of... Reactants: BrC(Br)(Br)Br, ClCCl, CCOC(=O)C(CC=O)C(C)C, c1ccc(P(c2ccccc2)c2ccccc2)cc1. The product is CCOC(=O)C(CC=C(Br)Br)C(C)C. Reaction SMILES: [C:1]([Br:2])([Br:3])([Br:4])[Br:5].[CH2:37]([Cl:38])[Cl:39].[CH:25]([CH3:26])([CH3:27])[CH:28]([C:29](=[O:30])[O:31][CH2:32][CH3:33])[CH2:34][CH:35]=[O:36].[c:6]1([P:7]([c:8]2[cH:9][cH:10][cH:11][cH:12][cH:13]2)[c:14]2[cH:15][cH:16][cH:17][cH:18][cH:19]2)[cH:20][cH:21][cH:22][cH:23][cH:24]1>>[C:1]([Br:2])([Br:5])=[CH:35][CH2:34][CH:28]([CH:25]([CH3:26])[CH3:27])[C:29](=[O:30])[O:31][CH2:32][CH3:33]. Reactants: bis(triphenylphosphine)Pd(II) chloride, [Cl-].[Li+] (lithium chloride), C(CCCCC)N1C(C(=C(C(=C1)I)C)[N+](=O)[O-])=O (1-hexyl-5-iodo-4-methyl-3-nitro-2-pyridone), C1(=CC=CC=C1)[Sn](CCCC)(CCCC)CCCC (phenyltributyltin). Solvent: C1CCOC1 (THF), C(C)(=O)OCC (ethyl acetate). Yields the product C(CCCCC)N1C(C(=C(C(=C1)C1=CC=CC=C1)C)[N+](=O)[O-])=O (1-hexyl-4-methyl-3-nitro-5-phenyl-2-pyridone). Isolated yield 72.2%. RXN SMILES: [Cl-].[Li+].[CH2:3]([N:9]1[CH:14]=[C:13](I)[C:12]([CH3:16])=[C:11]([N+:17]([O-:19])=[O:18])[C:10]1=[O:20])[CH2:4][CH2:5][CH2:6][CH2:7][CH3:8].[C:21]1([Sn](CCCC)(CCCC)CCCC)[CH:26]=[CH:25][CH:24]=[CH:23][CH:22]=1>C1COCC1.C(OCC)(=O)C>[CH2:3]([N:9]1[CH:14]=[C:13]([C:21]2[CH:26]=[CH:25][CH:24]=[CH:23][CH:22]=2)[C:12]([CH3:16])=[C:11]([N+:17]([O-:19])=[O:18])[C:10]1=[O:20])[CH2:4][CH2:5][CH2:6][CH2:7][CH3:8] |f:0.1|. Procedure: A mixture of bis(triphenylphosphine)Pd(II) chloride (0.014 g), lithium chloride (0.067 g), 1-hexyl-5-iodo-4-methyl-3-nitro-2-pyridone (0.15 g, 0.41 mmol) and phenyltributyltin (0.11 mL, 0.62 mmol) in THF (15 mL) was heated under reflux for 2 days. The mixture was cooled, diluted with ethyl acetate, and washed with aqueous potassium fluoride and water. The organic phase was dried, filtered and evaporated. Chromatography of the residue over silica gel (petroleum ether/methylene chloride 1/1 to met... The reactants are OC1=CC=C(C=C1)C1N(CCCC1OCC=1C=CC2=C(N(C(CO2)=O)CCCOC)C1)C(=O)OCC1=CC=CC=C1 (benzyl 4-hydroxyphenyl-3-[4-(3-methoxypropyl)-3-oxo-3,4-dihydro-2H-benzo[1,4]oxazin-6-ylmethoxy]piperidinecarboxylate), C1(=CC=C(C=C1)S(=O)(=O)OCCOC1=CC(=CC=C1)OC)C (2-(3-methoxyphenoxy)ethyl toluene-4-sulphonate). Yields the product COC=1C=C(OCCOC2=CC=C(C=C2)C2C(CN(CC2)C(=O)OCC2=CC=CC=C2)OCC=2C=CC3=C(N(C(CO3)=O)CCCOC)C2)C=CC1 (Benzyl 4-{4-[2-(3-methoxyphenoxy)ethoxy]phenyl}-3-[4-(3-methoxypropyl)-3-oxo-3,4-dihydro-2H-benzo[1,4]oxazin-6-ylmethoxy]piperidinecarboxylate). RXN SMILES: OC1C=CC([CH:8]2[CH:13]([O:14][CH2:15][C:16]3[CH:17]=[CH:18][C:19]4[O:24][CH2:23][C:22](=[O:25])[N:21]([CH2:26][CH2:27][CH2:28][O:29][CH3:30])[C:20]=4[CH:31]=3)[CH2:12][CH2:11][CH2:10][N:9]2[C:32]([O:34][CH2:35][C:36]2[CH:41]=[CH:40][CH:39]=[CH:38][CH:37]=2)=[O:33])=CC=1.C1(C)C=CC(S([O:51][CH2:52][CH2:53][O:54][C:55]2[CH:60]=[CH:59][CH:58]=[C:57]([O:61][CH3:62])[CH:56]=2)(=O)=O)=CC=1>>[CH3:62][O:61][C:57]1[CH:56]=[C:55]([CH:60]=[CH:59][CH:58]=1)[O:54][CH2:53][CH2:52][O:51][C:16]1[CH:17]=[CH:18][C:19]([CH:12]2[CH2:11][CH2:10][N:9]([C:32]([O:34][CH2:35][C:36]3[CH:41]=[CH:40][CH:39]=[CH:38][CH:37]=3)=[O:33])[CH2:8][CH:13]2[O:14][CH2:15][C:16]2[CH:17]=[CH:18][C:19]3[O:24][CH2:23][C:22](=[O:25])[N:21]([CH2:26][CH2:27][CH2:28][O:29][CH3:30])[C:20]=3[CH:31]=2)=[CH:20][CH:31]=1. Reported procedure: Analogously to Method I, 0.500 g of benzyl 4-hydroxyphenyl-3-[4-(3-methoxypropyl)-3-oxo-3,4-dihydro-2H-benzo[1,4]oxazin-6-ylmethoxy]piperidinecarboxylate and 0.414 g of 2-(3-methoxyphenoxy)ethyl toluene-4-sulphonate are reacted. The title compound is obtained as a colourless oil. Rf=0.31 (2:1 EtOAc-heptane); Rt=5.51. Reactants: FC1=C(NC)C=CC(=C1)C#CC=1SC2=C(N1)C=CC(=C2)OC (2-fluoro-4-{(6-methoxybenzo[d]thiazol-2-yl)ethynyl)-N-methylaniline), B(Br)(Br)Br (BBr3), C(=O)(O)[O-].[Na+] (NaHCO3). The solvent is C(Cl)Cl (DCM). Reaction conditions: temperature 0 celsius, time 8 hour. Yields the product FC=1C=C(C=CC1NC)C#CC=1SC2=C(N1)C=CC(=C2)O (2-((3-fluoro-4-(methylamino)phenyl)ethynyl)benzo[d]thiazol-6-ol). Reaction SMILES: [F:1][C:2]1[CH:9]=[C:8]([C:10]#[C:11][C:12]2[S:13][C:14]3[CH:20]=[C:19]([O:21]C)[CH:18]=[CH:17][C:15]=3[N:16]=2)[CH:7]=[CH:6][C:3]=1[NH:4][CH3:5].B(Br)(Br)Br.C([O-])(O)=O.[Na+]>C(Cl)Cl>[F:1][C:2]1[CH:9]=[C:8]([C:10]#[C:11][C:12]2[S:13][C:14]3[CH:20]=[C:19]([OH:21])[CH:18]=[CH:17][C:15]=3[N:16]=2)[CH:7]=[CH:6][C:3]=1[NH:4][CH3:5] |f:2.3|. Procedure: To a 25 mL round bottomed flask equipped with a magnetic stir bar containing DCM (5.2 mL) was placed 8 (0.08 g, 0.26 mmol). The reaction mixture was cooled to 0° C. and BBr3 (0.75 mL of 1M in DCM) was added drop wise. The reaction was stirred at RT for 8 hr. The reaction was then neutralized with sat. NaHCO3 and extracted into DCM (2×10 mL). The combined organic extracts were washed with water (10 mL), brine (10 mL), dried over MgSO4 and concentrated in vacuo. The residue was purified over silic... Starting materials: C(C(=O)Cl)(=O)Cl (Oxalyl chloride), C(C(C)C)C1=C(C(=NN1)C(=O)O)[N+](=O)[O-] (5-isobutyl-4-nitro-1H-pyrazol-3-carboxylic acid), CN(C=O)C (dimethylformamide). Solvent: ClCCl (dichloromethane). Run at temperature 0 celsius, time 0.5 hour. Yields the product C(C(C)C)C1=C(C(=NN1)C(=O)N)[N+](=O)[O-] (5-isobutyl-4-nitro-1H-pyrazol-3-carboxylic acid amide). Reaction SMILES: C(Cl)(=O)C(Cl)=O.[CH2:7]([C:11]1[NH:15][N:14]=[C:13]([C:16](O)=[O:17])[C:12]=1[N+:19]([O-:21])=[O:20])[CH:8]([CH3:10])[CH3:9].C[N:23](C)C=O>ClCCl>[CH2:7]([C:11]1[NH:15][N:14]=[C:13]([C:16]([NH2:23])=[O:17])[C:12]=1[N+:19]([O-:21])=[O:20])[CH:8]([CH3:10])[CH3:9]. Procedure details: Oxalyl chloride (10 ml, 115 mmol) was added dropwise to a suspension of 5-isobutyl-4-nitro-1H-pyrazol-3-carboxylic acid (5.6 g, 26 mmol) in dichloromethane (70 ml) containing dimethylformamide (0.1 ml) under nitrogen at 0° C. The reaction was stirred at 0° C. for 0.5 hours, allowed to warm to room temperature and stirred for a further 2 hours. The solvent was removed under reduced pressure, the residue was azeotroped with dichloromethane (3×50 ml) and the residue was dissolved in toluene (100 ml...